This data is from the Open Reaction Database (ORD), a public repository of structured organic reaction records. The task is: describe an organic reaction: reactants, conditions, products, and yield Isolated yield 16.2%. Conditions: temperature 120 celsius, time 8 hour. The reactants are BrC1=C(C=CC=C1F)F (2-bromo-1,3-difluorobenzene), N1(CCNCC1)C(=O)OC(C)(C)C (tert-butyl piperazine-1-carboxylate). Reagents/catalysts: CN(C1=CC=NC=C1)C (N,N-dimethylpyridin-4-amine). Product: C(C)(C)(C)OC(=O)N1CCN(CC1)C1=C(C(=CC=C1)F)Br (4-(2-bromo-3-fluoro-phenyl)-piperazine-1-carboxylic acid tert-butyl ester). RXN SMILES: [Br:1][C:2]1[C:7](F)=[CH:6][CH:5]=[CH:4][C:3]=1[F:9].[N:10]1([C:16]([O:18][C:19]([CH3:22])([CH3:21])[CH3:20])=[O:17])[CH2:15][CH2:14][NH:13][CH2:12][CH2:11]1>CN(C)C1C=CN=CC=1>[C:19]([O:18][C:16]([N:10]1[CH2:15][CH2:14][N:13]([C:7]2[CH:6]=[CH:5][CH:4]=[C:3]([F:9])[C:2]=2[Br:1])[CH2:12][CH2:11]1)=[O:17])([CH3:22])([CH3:20])[CH3:21]. Procedure: A mixture of 2-bromo-1,3-difluorobenzene (0.2 g, 1.03 mmol) and tert-butyl piperazine-1-carboxylate (0.39 g, 2.07 mmol), and N,N-dimethylpyridin-4-amine (0.06 g, 0.52 mmol) was stirred at 120° C. overnight. The reaction mixture was cooled to ambient temperature and concentrated in vacuo. The residue was purified by column chromatography on silica gel (eluting with 5% EtOAc in petroleum ether) to give 4-(2-bromo-3-fluoro-phenyl)-piperazine-1-carboxylic acid tert-butyl ester (0.06 g, 16%). 1H NMR ...